Dataset: the Open Reaction Database (ORD), a public repository of structured organic reaction records. Task: describe an organic reaction: reactants, conditions, products, and yield Starting materials: COC1=NC=2C(=NC=CC2)N1[C@H]1C[C@H](C1)NC=1SC2=C(N1)C=CC=C2 (N-(cis-3-(2-methoxy-3H-imidazo[4,5-b]pyridin-3-yl)cyclobutyl)benzo[d]thiazol-2-amine), Cl (hydrogen chloride). Yields the product S1C(=NC2=C1C=CC=C2)N[C@H]2C[C@H](C2)N2C(NC=1C2=NC=CC1)=O (3-(cis-3-(benzo[d]thiazol-2-ylamino)cyclobutyl)-1H-imidazo[4,5-b]pyridin-2(3H)-one). Isolated yield 41.8%. As a reaction SMILES: C[O:2][C:3]1[N:11]([C@@H:12]2[CH2:15][C@H:14]([NH:16][C:17]3[S:18][C:19]4[CH:25]=[CH:24][CH:23]=[CH:22][C:20]=4[N:21]=3)[CH2:13]2)[C:6]2=[N:7][CH:8]=[CH:9][CH:10]=[C:5]2[N:4]=1.Cl>>[S:18]1[C:19]2[CH:25]=[CH:24][CH:23]=[CH:22][C:20]=2[N:21]=[C:17]1[NH:16][C@@H:14]1[CH2:13][C@H:12]([N:11]2[C:6]3=[N:7][CH:8]=[CH:9][CH:10]=[C:5]3[NH:4][C:3]2=[O:2])[CH2:15]1. Procedure details: To a 50-mL round-bottomed flask with N-(cis-3-(2-methoxy-3H-imidazo[4,5-b]pyridin-3-yl)cyclobutyl)benzo[d]thiazol-2-amine (example 9, 100 mg, 0.285 mmol) was added hydrogen chloride (1 M in diethyl ether, 1.0 mL, 1.0 mmol). The solution was stirred for minutes then concentrated under reduced pressure. The crude was diluted with saturated sodium bicarbonate solution and extracted with dichloromethane (10 mL). The organic extract was dried over sodium sulfate then concentrated in vacuo to give the... The reactants are O=C(CC1CCNCC1)N1CCN(C2c3ccc(Cl)cc3CCc3cc(Br)cnc32)CC1, CC(C)(C)N=C=O, ClCCl. Product: CC(C)(C)NC(=O)N1CCC(CC(=O)N2CCN(C3c4ccc(Cl)cc4CCc4cc(Br)cnc43)CC2)CC1. Reaction SMILES: [Br:1][c:2]1[cH:3][c:4]2[c:5]([n:6][cH:7]1)[CH:8]([N:18]1[CH2:19][CH2:20][N:21]([C:24]([CH2:25][CH:26]3[CH2:27][CH2:28][NH:29][CH2:30][CH2:31]3)=[O:32])[CH2:22][CH2:23]1)[c:9]1[c:10]([cH:13][c:14]([Cl:17])[cH:15][cH:16]1)[CH2:11][CH2:12]2.[C:33]([CH3:34])([CH3:35])([CH3:36])[N:37]=[C:38]=[O:39].[Cl:40][CH2:41][Cl:42]>>[Br:1][c:2]1[cH:3][c:4]2[c:5]([n:6][cH:7]1)[CH:8]([N:18]1[CH2:19][CH2:20][N:21]([C:24]([CH2:25][CH:26]3[CH2:27][CH2:28][N:29]([C:38]([NH:37][C:33]([CH3:34])([CH3:35])[CH3:36])=[O:39])[CH2:30][CH2:31]3)=[O:32])[CH2:22][CH2:23]1)[c:9]1[c:10]([cH:13][c:14]([Cl:17])[cH:15][cH:16]1)[CH2:11][CH2:12]2. Starting materials: C1=CC=C(C=C1)C(CO)N ((R)-phenylglycinol), C1=C(C=CC2=CC=CC=C12)C=O (β-naphthoaldehyde). The product is C1=C(C=CC2=CC=CC=C12)CN[C@@H](CO)C1=CC=CC=C1 ((R)-N-(β-naphthyl)methyl-2-phenylglycinol). Reaction SMILES: [CH:1]1[CH:6]=[CH:5][C:4]([CH:7]([NH2:10])[CH2:8][OH:9])=[CH:3][CH:2]=1.[CH:11]1[C:20]2[C:15](=[CH:16][CH:17]=[CH:18][CH:19]=2)[CH:14]=[CH:13][C:12]=1[CH:21]=O>>[CH:11]1[C:20]2[C:15](=[CH:16][CH:17]=[CH:18][CH:19]=2)[CH:14]=[CH:13][C:12]=1[CH2:21][NH:10][C@H:7]([C:4]1[CH:5]=[CH:6][CH:1]=[CH:2][CH:3]=1)[CH2:8][OH:9]. Procedure details: Using 1.00 g (7.29 mmol) of (R)-phenylglycinol ((R)-VIII-2) and β-naphthoaldehyde, a similar operation was carried out to obtain (R)-N-(β-naphthyl)methyl-2-phenylglycinol (2.01 g) ((R)-II-3) quantitatively. ##STR317## Reactants: C#CC(=O)OC, CC(C)(C)[Si](C)(C)OCCCc1cccc(O)c1, CC#N. Yields the product COC(=O)C=COc1cccc(CCCO[Si](C)(C)C(C)(C)C)c1. RXN SMILES: [C:19]([C:20]#[CH:21])(=[O:22])[O:23][CH3:24].[C:1]([CH3:2])([CH3:3])([CH3:4])[Si:5]([O:6][CH2:7][CH2:8][CH2:9][c:10]1[cH:11][c:12]([OH:16])[cH:13][cH:14][cH:15]1)([CH3:17])[CH3:18].[CH3:25][C:26]#[N:27]>>[C:1]([CH3:2])([CH3:3])([CH3:4])[Si:5]([O:6][CH2:7][CH2:8][CH2:9][c:10]1[cH:11][c:12]([O:16][CH:21]=[CH:20][C:19](=[O:22])[O:23][CH3:24])[cH:13][cH:14][cH:15]1)([CH3:17])[CH3:18].